From a dataset of the Open Reaction Database (ORD), a public repository of structured organic reaction records. describe an organic reaction: reactants, conditions, products, and yield Starting materials: COC(=O)c1ccc(OC)c(S(=O)(=O)N(C)C2CCCCC2)c1, [Na+], C1COCCO1, [OH-]. Yields the product COc1ccc(C(=O)O)cc1S(=O)(=O)N(C)C1CCCCC1. Reaction SMILES: [CH3:1][O:2][C:3]([c:4]1[cH:5][c:6]([S:12]([N:13]([CH3:14])[CH:15]2[CH2:16][CH2:17][CH2:18][CH2:19][CH2:20]2)(=[O:21])=[O:22])[c:7]([O:10][CH3:11])[cH:8][cH:9]1)=[O:23].[Na+:25].[O:26]1[CH2:27][CH2:28][O:29][CH2:30][CH2:31]1.[OH-:24]>>[O:2]=[C:3]([c:4]1[cH:5][c:6]([S:12]([N:13]([CH3:14])[CH:15]2[CH2:16][CH2:17][CH2:18][CH2:19][CH2:20]2)(=[O:21])=[O:22])[c:7]([O:10][CH3:11])[cH:8][cH:9]1)[OH:23]. Starting materials: CC(C)(C)[Si](C)(C)OS(=O)(=O)C(F)(F)F, O=C([O-])O, COc1ccc(COCC=C(C)C(O)C(C)C(=O)C(C)OC(=O)c2ccccc2)cc1, ClCCl, [Na+], Cc1cccc(C)n1. Product: COc1ccc(COCC=C(C)C(O[Si](C)(C)C(C)(C)C)C(C)C(=O)C(C)OC(=O)c2ccccc2)cc1. As a reaction SMILES: [C:40]([CH3:41])([CH3:42])([CH3:43])[Si:44]([CH3:45])([CH3:46])[O:47][S:48]([C:49]([F:50])([F:51])[F:52])(=[O:53])=[O:54].[C:55](=[O:56])([O-:57])[OH:58].[C:9]([c:10]1[cH:11][cH:12][cH:13][cH:14][cH:15]1)(=[O:16])[O:17][CH:18]([C:19]([CH:20]([CH:21]([C:22](=[CH:23][CH2:24][O:25][CH2:26][c:27]1[cH:28][cH:29][c:30]([O:33][CH3:34])[cH:31][cH:32]1)[CH3:35])[OH:36])[CH3:37])=[O:38])[CH3:39].[Cl:60][CH2:61][Cl:62].[Na+:59].[n:1]1[c:2]([CH3:3])[cH:4][cH:5][cH:6][c:7]1[CH3:8]>>[C:9]([c:10]1[cH:11][cH:12][cH:13][cH:14][cH:15]1)(=[O:16])[O:17][CH:18]([C:19]([CH:20]([CH:21]([C:22](=[CH:23][CH2:24][O:25][CH2:26][c:27]1[cH:28][cH:29][c:30]([O:33][CH3:34])[cH:31][cH:32]1)[CH3:35])[O:36][Si:44]([C:40]([CH3:41])([CH3:42])[CH3:43])([CH3:45])[CH3:46])[CH3:37])=[O:38])[CH3:39]. Starting materials: C(#N)C1=C(C=CC=C1C(F)(F)F)CNC(OC(C)(C)C)=O (1,1-Dimethylethyl {[2-cyano-3-(trifluoromethyl)phenyl]methyl}carbamate), FC(C(=O)O)(F)F (trifluoroacetic acid). The solvent is ClCCl (dichloromethane). Conditions: time 1 hour. The product is FC(C(=O)O)(F)F.NCC1=C(C#N)C(=CC=C1)C(F)(F)F (2-(aminomethyl)-6-(trifluoromethyl)benzonitrile trifluoroacetate). Reaction SMILES: [C:1]([C:3]1[C:8]([C:9]([F:12])([F:11])[F:10])=[CH:7][CH:6]=[CH:5][C:4]=1[CH2:13][NH:14]C(=O)OC(C)(C)C)#[N:2].[F:22][C:23]([F:28])([F:27])[C:24]([OH:26])=[O:25]>ClCCl>[F:22][C:23]([F:28])([F:27])[C:24]([OH:26])=[O:25].[NH2:14][CH2:13][C:4]1[CH:5]=[CH:6][CH:7]=[C:8]([C:9]([F:10])([F:11])[F:12])[C:3]=1[C:1]#[N:2] |f:3.4|. Reported procedure: 1,1-Dimethylethyl {[2-cyano-3-(trifluoromethyl)phenyl]methyl}carbamate (0.190 g, 0.63 mmol) was dissolved in dichloromethane (4 ml) and treated with trifluoroacetic acid (4 ml). The mixture was stirred at room temperature for 1 hr and then evaporated. The residue was twice taken up in dichloromethane and evaporated again to give crude 2-(aminomethyl)-6-(trifluoromethyl)benzonitrile trifluoroacetate which was used without further purification. Reactants: COC1=C(OC)C(=O)C(Cc2ccc(OC(C)=O)c(C(=O)Nc3ccnc(OC)c3)c2)=C(C)C1=O, CO, [Na+], O, O=C([O-])O. The product is COC1=C(OC)C(=O)C(Cc2ccc(O)c(C(=O)Nc3ccnc(OC)c3)c2)=C(C)C1=O. RXN SMILES: [CH3:1][O:2][c:3]1[n:4][cH:5][cH:6][c:7]([NH:9][C:10]([c:11]2[c:12]([O:31][C:32](=[O:33])[CH3:34])[cH:13][cH:14][c:15]([CH2:17][C:18]3=[C:23]([CH3:24])[C:22](=[O:25])[C:21]([O:26][CH3:27])=[C:20]([O:28][CH3:29])[C:19]3=[O:30])[cH:16]2)=[O:35])[cH:8]1.[CH3:41][OH:42].[Na+:36].[OH2:43].[OH:37][C:38](=[O:39])[O-:40]>>[CH3:1][O:2][c:3]1[n:4][cH:5][cH:6][c:7]([NH:9][C:10]([c:11]2[c:12]([OH:31])[cH:13][cH:14][c:15]([CH2:17][C:18]3=[C:23]([CH3:24])[C:22](=[O:25])[C:21]([O:26][CH3:27])=[C:20]([O:28][CH3:29])[C:19]3=[O:30])[cH:16]2)=[O:35])[cH:8]1. Starting materials: [Mg] (magnesium), S(=O)(=O)([O-])[O-].[Mg+2] (magnesium sulfate). The product is S(=O)(=O)([O-])[O-].[Mg+2] (magnesium sulfate), O.S(=O)(=O)([O-])[O-].[Mg+2] (magnesium sulfate monohydrate). RXN SMILES: [Mg:1].[S:2]([O-:6])([O-:5])(=[O:4])=[O:3].[Mg+2]>>[S:2]([O-:6])([O-:5])(=[O:4])=[O:3].[Mg+2:1].[OH2:3].[S:2]([O-:6])([O-:5])(=[O:4])=[O:3].[Mg+2:1] |f:1.2,3.4,5.6.7|. Procedure: The reaction product obtained by the reaction of ammonium sulfate with the metal oxide or hydroxide in which the metal is magnesium is usually an aqueous solution or slurry of magnesium sulfate in a concentration of at least 15% by weight. If this aqueous solution or slurry is fed to the next step as such, the energy for dehydration is consumed greatly. This is not industrially desirable. Usually, anhydrous magnesium sulfate and magnesium sulfate monohydrate are obtained by dehydrating magnesium... Reaction SMILES: [CH3:38][S:39]([CH3:40])=[O:41].[CH3:4][S+:5]([CH3:6])[CH3:7].[CH3:8][c:9]1[c:10]([CH2:21][O:22][CH:23]2[CH2:24][CH:25]([O:29][CH2:30][C:31]([C:32](=[O:33])[O:34][CH2:35][CH3:36])=[CH2:37])[CH2:26][CH2:27][CH2:28]2)[n:11][c:12](-[c:14]2[cH:15][c:16]([CH3:20])[cH:17][cH:18][cH:19]2)[o:13]1.[H-:1].[I-:3].[Na+:2]>>[CH2:4]1[C:31]([CH2:30][O:29][CH:25]2[CH2:24][CH:23]([O:22][CH2:21][c:10]3[c:9]([CH3:8])[o:13][c:12](-[c:14]4[cH:15][c:16]([CH3:20])[cH:17][cH:18][cH:19]4)[n:11]3)[CH2:28][CH2:27][CH2:26]2)([C:32](=[O:33])[O:34][CH2:35][CH3:36])[CH2:37]1. The product is CCOC(=O)C1(COC2CCCC(OCc3nc(-c4cccc(C)c4)oc3C)C2)CC1. The reactants are CS(C)=O, C[S+](C)C, C=C(COC1CCCC(OCc2nc(-c3cccc(C)c3)oc2C)C1)C(=O)OCC, [H-], [I-], [Na+].